From a dataset of the Open Reaction Database (ORD), a public repository of structured organic reaction records. describe an organic reaction: reactants, conditions, products, and yield Reactants: CCOC(C)=O, COCCOCOC1CC=CCOC1. Product: COCCOCOC1CCCCOC1. Reaction SMILES: [CH3:15][CH2:16][O:17][C:18]([CH3:19])=[O:20].[CH3:1][O:2][CH2:3][CH2:4][O:5][CH2:6][O:7][CH:8]1[CH2:9][O:10][CH2:11][CH:12]=[CH:13][CH2:14]1>>[CH3:1][O:2][CH2:3][CH2:4][O:5][CH2:6][O:7][CH:8]1[CH2:9][O:10][CH2:11][CH2:12][CH2:13][CH2:14]1. Starting materials: C(C)(=O)C1=C(C(=C(OCCCOC=2C(=C(N)C=CC2)C#N)C=C1)CCC)O (3-[3-(4-acetyl-3-hydroxy-2-n-propylphenoxy)-propoxy]-2-cyanoaniline), C(C)OC(C(=O)Cl)=O (chloro-oxalic acid ethyl ester). The product is C(C)OC(C(=O)NC1=C(C(=CC=C1)OCCCOC1=C(C(=C(C=C1)C(C)=O)O)CCC)C#N)=O (N-{3-[3-(4-acetyl-3-hydroxy-2-n-propylphenoxy)-propoxy]-2-cyanophenyl}-oxamic acid ethyl ester). Reaction SMILES: [C:1]([C:4]1[CH:23]=[CH:22][C:7]([O:8][CH2:9][CH2:10][CH2:11][O:12][C:13]2[C:14]([C:20]#[N:21])=[C:15]([CH:17]=[CH:18][CH:19]=2)[NH2:16])=[C:6]([CH2:24][CH2:25][CH3:26])[C:5]=1[OH:27])(=[O:3])[CH3:2].[CH2:28]([O:30][C:31](=[O:35])[C:32](Cl)=[O:33])[CH3:29]>>[CH2:28]([O:30][C:31](=[O:35])[C:32]([NH:16][C:15]1[CH:17]=[CH:18][CH:19]=[C:13]([O:12][CH2:11][CH2:10][CH2:9][O:8][C:7]2[CH:22]=[CH:23][C:4]([C:1](=[O:3])[CH3:2])=[C:5]([OH:27])[C:6]=2[CH2:24][CH2:25][CH3:26])[C:14]=1[C:20]#[N:21])=[O:33])[CH3:29]. Reported procedure: In a manner analogous to that described in Examples 8 and 9, starting from 3-[3-(4-acetyl-3-hydroxy-2-n-propylphenoxy)-propoxy]-2-cyanoaniline, by reaction with chloro-oxalic acid ethyl ester there is obtained N-{3-[3-(4-acetyl-3-hydroxy-2-n-propylphenoxy)-propoxy]-2-cyanophenyl}-oxamic acid ethyl ester having a melting point of 158°-159°, and, by hydrolysis of that compound, N-{3-[3-(4-acetyl-3-hydroxy-2-n-propylphenoxy)-propoxy]-2-cyanophenyl}-oxamic acid is obtained in the form of the trietha... Starting materials: CC(C(=O)NC1=C(C=C(C(=O)OCC)C=C1)[N+](=O)[O-])C (ethyl 4-(2-methylpropionylamino)-3-nitrobenzoate), CCCCCC (hexane), C(C)(=O)OCC (ethyl acetate). Reagents/catalysts: [Pt]=O (platinum oxide). Run in C(C)O (ethanol). Conditions: time 2 hour. Yields the product NC=1C=C(C(=O)OCC)C=CC1NC(C(C)C)=O (ethyl 3-amino-4-(2-methylpropionylamino)benzoate). Isolated yield 69.8%. RXN SMILES: [CH3:1][CH:2]([CH3:20])[C:3]([NH:5][C:6]1[CH:16]=[CH:15][C:9]([C:10]([O:12][CH2:13][CH3:14])=[O:11])=[CH:8][C:7]=1[N+:17]([O-])=O)=[O:4].CCCCCC.C(OCC)(=O)C>C(O)C.[Pt]=O>[NH2:17][C:7]1[CH:8]=[C:9]([CH:15]=[CH:16][C:6]=1[NH:5][C:3](=[O:4])[CH:2]([CH3:20])[CH3:1])[C:10]([O:12][CH2:13][CH3:14])=[O:11]. Reported procedure: A sample of ethyl 4-(2-methylpropionylamino)-3-nitrobenzoate (8.0 g, 0.0286 mol) was suspended in ethanol (75 mL) containing platinum oxide (50 mg). The reaction mixture was hydrogenated for 2 h at 35 psi. Thin-layer chromatographic analysis (SiO2, 1:1 hexane:ethyl acetate) showed disappearance of starting material along with the formation of a new lower-running spot (Rf =0.2). The mixture was then filtered through a pad of Celite and the pad washed with fresh ethanol. The filtrate was concentra... Starting materials: COc1ccc(C2(C#N)CCC(OC)(OC)CC2)cc1OC1CCCC1, Cc1ccccc1, [Na+], O=S([O-])O. Yields the product COc1ccc(C2(C=O)CCC(OC)(OC)CC2)cc1OC1CCCC1. RXN SMILES: [CH3:1][O:2][C:3]1([O:25][CH3:26])[CH2:4][CH2:5][C:6]([c:9]2[cH:10][c:11]([O:17][CH:18]3[CH2:19][CH2:20][CH2:21][CH2:22]3)[c:12]([O:15][CH3:16])[cH:13][cH:14]2)([C:23]#[N:24])[CH2:7][CH2:8]1.[CH3:32][c:33]1[cH:34][cH:35][cH:36][cH:37][cH:38]1.[Na+:31].[S:27]([O-:28])(=[O:29])[OH:30]>>[CH3:1][O:2][C:3]1([O:25][CH3:26])[CH2:4][CH2:5][C:6]([c:9]2[cH:10][c:11]([O:17][CH:18]3[CH2:19][CH2:20][CH2:21][CH2:22]3)[c:12]([O:15][CH3:16])[cH:13][cH:14]2)([CH:23]=[O:28])[CH2:7][CH2:8]1. Reactants: compound 58, NC1=C(OCCCC(=O)OCC)C=CC=C1 (ethyl 4-(2-aminophenoxy)butyrate), FC1=C(C(C2=CC=CC=C2)N2C=CC3=CC(=CC=C23)/C(=C/C(=O)O)/C)C=CC=C1 (3-[1-(2-fluorobenzhydryl)indol-5-yl]isocrotonic acid). The product is FC1=C(C(C2=CC=CC=C2)N2C=CC3=CC(=CC=C23)/C(=C/C(=O)NC2=C(OCCCC(=O)O)C=CC=C2)/C)C=CC=C1 (4-{2-[3-[1-(2-fluorobenzhydryl)indol-5-yl]isocrotonoylamino]phenoxy}butyric acid). RXN SMILES: [NH2:1][C:2]1[CH:16]=[CH:15][CH:14]=[CH:13][C:3]=1[O:4][CH2:5][CH2:6][CH2:7][C:8]([O:10]CC)=[O:9].[F:17][C:18]1[CH:45]=[CH:44][CH:43]=[CH:42][C:19]=1[CH:20]([N:27]1[C:35]2[C:30](=[CH:31][C:32](/[C:36](/[CH3:41])=[CH:37]/[C:38](O)=[O:39])=[CH:33][CH:34]=2)[CH:29]=[CH:28]1)[C:21]1[CH:26]=[CH:25][CH:24]=[CH:23][CH:22]=1>>[F:17][C:18]1[CH:45]=[CH:44][CH:43]=[CH:42][C:19]=1[CH:20]([N:27]1[C:35]2[C:30](=[CH:31][C:32](/[C:36](/[CH3:41])=[CH:37]/[C:38]([NH:1][C:2]3[CH:16]=[CH:15][CH:14]=[CH:13][C:3]=3[O:4][CH2:5][CH2:6][CH2:7][C:8]([OH:10])=[O:9])=[O:39])=[CH:33][CH:34]=2)[CH:29]=[CH:28]1)[C:21]1[CH:22]=[CH:23][CH:24]=[CH:25][CH:26]=1. Procedure details: 0.61 g of compound 58 was obtained in a similar manner to those described in the Examples 1 and 2 using 0.99 g of ethyl 4-(2-aminophenoxy)butyrate and 0.86 g of 3-[1-(2-fluorobenzhydryl)indol-5-yl]isocrotonic acid obtained according to the procedures described in the Reference Examples 1-4. Starting materials: COc1ccccc1, CCOC(=O)c1c(SCc2ccc(OC)cc2)nc2c(F)c(F)c(F)cc2c1O, O=C(O)C(F)(F)F, O=S(=O)(O)C(F)(F)F. The product is CCOC(=O)c1c(S)nc2c(F)c(F)c(F)cc2c1O. Reaction SMILES: [CH3:45][O:46][c:47]1[cH:48][cH:49][cH:50][cH:51][cH:52]1.[OH:1][c:2]1[c:3]([C:25](=[O:26])[O:27][CH2:28][CH3:29])[c:4]([S:15][CH2:16][c:17]2[cH:18][cH:19][c:20]([O:21][CH3:22])[cH:23][cH:24]2)[n:5][c:6]2[c:7]([F:14])[c:8]([F:13])[c:9]([F:12])[cH:10][c:11]12.[OH:30][C:31]([C:32]([F:33])([F:34])[F:35])=[O:36].[OH:37][S:38]([C:39]([F:40])([F:41])[F:42])(=[O:43])=[O:44]>>[OH:1][c:2]1[c:3]([C:25](=[O:26])[O:27][CH2:28][CH3:29])[c:4]([SH:15])[n:5][c:6]2[c:7]([F:14])[c:8]([F:13])[c:9]([F:12])[cH:10][c:11]12. Starting materials: NC1CCC(CC1)N1C(NCC1)=O (1-(4-aminocyclohexyl)-2-imidazolidinone), Cl[O-].[K+] (potassium hypochlorite). The reagents and catalysts are [Cl-].C(C1=CC=CC=C1)[N+](CCCC)(CCCC)CCCC (benzyltributylammonium chloride). Solvent: C(C)(=O)OCC (ethyl acetate). Run at time 2 hour. Yields the product O=C1CCC(CC1)N1C(NCC1)=O (1-(4-oxocyclohexyl)-2-imidazolidinone). RXN SMILES: N[CH:2]1[CH2:7][CH2:6][CH:5]([N:8]2[CH2:12][CH2:11][NH:10][C:9]2=[O:13])[CH2:4][CH2:3]1.Cl[O-:15].[K+]>[Cl-].C([N+](CCCC)(CCCC)CCCC)C1C=CC=CC=1.C(OCC)(=O)C>[O:15]=[C:2]1[CH2:7][CH2:6][CH:5]([N:8]2[CH2:12][CH2:11][NH:10][C:9]2=[O:13])[CH2:4][CH2:3]1 |f:1.2,3.4|. Procedure: A mixture of 18.3 g of 1-(4-aminocyclohexyl)-2-imidazolidinone as a mixture of cis and trans isomers, 2.0 g of benzyltributylammonium chloride, 250 ml of ethyl acetate and 360 ml of an aqueous 10% potassium hypochlorite solution [according to methodology as described by C. A. Meyers, J. Org. Chem. 26, 1046 (1961)] is stirred at room temperature for 11/2 hours. The organic layer is separated and the aqueous layer is extracted with ethyl acetate. The pooled organic phases are washed with water, so... As a reaction SMILES: C([N:4]1[C:12]2[C:7](=[CH:8][CH:9]=[C:10]([C:13]([O:15][CH2:16][CH3:17])=[O:14])[CH:11]=2)[C:6](=[C:18](OCC)[C:19]2[CH:24]=[CH:23][CH:22]=[CH:21][CH:20]=2)[C:5]1=[O:28])(=O)C.[CH3:29][N:30]([CH2:32][C:33]1[CH:39]=[CH:38][C:36]([NH2:37])=[CH:35][CH:34]=1)[CH3:31]>>[CH3:31][N:30]([CH2:32][C:33]1[CH:39]=[CH:38][C:36]([NH:37]/[C:18](=[C:6]2\[C:5](=[O:28])[NH:4][C:12]3[C:7]\2=[CH:8][CH:9]=[C:10]([C:13]([O:15][CH2:16][CH3:17])=[O:14])[CH:11]=3)/[C:19]2[CH:24]=[CH:23][CH:22]=[CH:21][CH:20]=2)=[CH:35][CH:34]=1)[CH3:29]. Reactants: C(C)(=O)N1C(C(C2=CC=C(C=C12)C(=O)OCC)=C(C1=CC=CC=C1)OCC)=O (1-acetyl-3-(1-ethoxy-1-phenylmethylene)-6-ethoxycarbonyl-2-indolinone), CN(C)CC1=CC=C(N)C=C1 (4-(dimethylaminomethyl)-aniline). The product is CN(C)CC1=CC=C(N\C(\C2=CC=CC=C2)=C\2/C(NC3=CC(=CC=C23)C(=O)OCC)=O)C=C1 (3-Z-[1-(4-(dimethylaminomethyl)-anilino)-1-phenyl-methylene]-6-ethoxycarbonyl-2-indolinone). Reported procedure: Prepared from 1-acetyl-3-(1-ethoxy-1-phenylmethylene)-6-ethoxycarbonyl-2-indolinone and 4-(dimethylaminomethyl)-aniline Rf value: 0.7 (aluminium oxide, ethyl acetate/ethanol=20:1) C27H27N3O3